From a dataset of the Open Reaction Database (ORD), a public repository of structured organic reaction records. describe an organic reaction: reactants, conditions, products, and yield The reactants are ClCCl, CCN(CC1CCN(C(=O)OC(C)(C)C)CC1)C(C)Cc1ccc2c(c1)CCO2, O=C(O)C(F)(F)F. Product: CCN(CC1CCNCC1)C(C)Cc1ccc2c(c1)CCO2. RXN SMILES: [Cl:37][CH2:38][Cl:39].[O:1]1[CH2:2][CH2:3][c:4]2[c:5]1[cH:6][cH:7][c:8]([CH2:10][CH:11]([CH3:12])[N:13]([CH2:14][CH3:15])[CH2:16][CH:17]1[CH2:18][CH2:19][N:20]([C:23]([O:24][C:25]([CH3:26])([CH3:27])[CH3:28])=[O:29])[CH2:21][CH2:22]1)[cH:9]2.[OH:30][C:31]([C:32]([F:33])([F:34])[F:35])=[O:36]>>[O:1]1[CH2:2][CH2:3][c:4]2[c:5]1[cH:6][cH:7][c:8]([CH2:10][CH:11]([CH3:12])[N:13]([CH2:14][CH3:15])[CH2:16][CH:17]1[CH2:18][CH2:19][NH:20][CH2:21][CH2:22]1)[cH:9]2. The reactants are FC=1C=CC(=C(C#N)C1)[N+](=O)[O-] (5-fluoro-2-nitrobenzonitrile), C1(CC1)C=1C(=CC2=C(C(=C(O2)C2=CC=C(C=C2)F)C(=O)NC)C1)NS(=O)(=O)C (5-cyclopropyl-2-(4-fluorophenyl)-N-methyl-6-(methylsulfonamido)benzofuran-3-carboxamide), C(=O)([O-])[O-].[K+].[K+] (K2CO3). Solvent: COCCOC (1,2-dimethoxyethane), O (water), CCOC(=O)C (EtOAc). Reaction conditions: temperature 80 celsius. Yields the product C(#N)C=1C=C(C=CC1[N+](=O)[O-])N(S(=O)(=O)C)C1=CC2=C(C(=C(O2)C2=CC=C(C=C2)F)C(=O)NC)C=C1C1CC1 (6-(N-(3-cyano-4-nitrophenyl)methylsulfonamido)-5-cyclopropyl-2-(4-fluorophenyl)-N-methylbenzofuran-3-carboxamide). Isolated yield 95.4%. As a reaction SMILES: F[C:2]1[CH:3]=[CH:4][C:5]([N+:10]([O-:12])=[O:11])=[C:6]([CH:9]=1)[C:7]#[N:8].[CH:13]1([C:16]2[C:17]([NH:36][S:37]([CH3:40])(=[O:39])=[O:38])=[CH:18][C:19]3[O:23][C:22]([C:24]4[CH:29]=[CH:28][C:27]([F:30])=[CH:26][CH:25]=4)=[C:21]([C:31]([NH:33][CH3:34])=[O:32])[C:20]=3[CH:35]=2)[CH2:15][CH2:14]1.C([O-])([O-])=O.[K+].[K+]>COCCOC.O.CCOC(C)=O>[C:7]([C:6]1[CH:9]=[C:2]([N:36]([C:17]2[C:16]([CH:13]3[CH2:15][CH2:14]3)=[CH:35][C:20]3[C:21]([C:31]([NH:33][CH3:34])=[O:32])=[C:22]([C:24]4[CH:29]=[CH:28][C:27]([F:30])=[CH:26][CH:25]=4)[O:23][C:19]=3[CH:18]=2)[S:37]([CH3:40])(=[O:38])=[O:39])[CH:3]=[CH:4][C:5]=1[N+:10]([O-:12])=[O:11])#[N:8] |f:2.3.4|. Procedure details: A mixture of 5-fluoro-2-nitrobenzonitrile (1.280 mL, 11.18 mmol), 5-cyclopropyl-2-(4-fluorophenyl)-N-methyl-6-(methylsulfonamido)benzofuran-3-carboxamide (3.0 g, 7.45 mmol) and K2CO3 (3.09 g, 22.36 mmol) in 1,2-dimethoxyethane (30 mL) and water (7.5 mL) in a seal tube was heated to 80° C. overnight. It was cooled down to room temperature, diluted with EtOAc, filtered and the off-white solid was washed with water and then dried in vacuo to give crude desired product as a yellow solid (80% purity,... The reactants are [BH4-], COC(=O)CCCCCCN1C(=O)CCC1C=CC(=O)c1cccc(Br)c1, CO, Cl, [Na+]. The product is COC(=O)CCCCCCN1C(=O)CCC1C=CC(O)c1cccc(Br)c1. RXN SMILES: [BH4-:28].[CH3:1][O:2][C:3]([CH2:4][CH2:5][CH2:6][CH2:7][CH2:8][CH2:9][N:10]1[CH:11]([CH:16]=[CH:17][C:18](=[O:19])[c:20]2[cH:21][c:22]([Br:26])[cH:23][cH:24][cH:25]2)[CH2:12][CH2:13][C:14]1=[O:15])=[O:27].[CH3:31][OH:32].[ClH:30].[Na+:29]>>[CH3:1][O:2][C:3]([CH2:4][CH2:5][CH2:6][CH2:7][CH2:8][CH2:9][N:10]1[CH:11]([CH:16]=[CH:17][CH:18]([OH:19])[c:20]2[cH:21][c:22]([Br:26])[cH:23][cH:24][cH:25]2)[CH2:12][CH2:13][C:14]1=[O:15])=[O:27]. The reactants are N1=NC=C(C=C1)N (4-Pyridazinamine), C(CCl)Cl (EDC), C=1C=CC2=C(C1)N=NN2O (HOBT), C(C)(C)N(CC)C(C)C (diisopropylethylamine), FC1=CC=C(C=C1)COC1=C(C(=O)O)C=C(C=C1)C(F)(F)F (2-{[(4-fluorophenyl)methyl]oxy}-5-(trifluoromethyl)benzoic acid), amine, acid chloride. The solvent is CN(C=O)C (N,N-dimethylformamide), O (water). Reaction conditions: time 8 hour. Yields the product FC1=CC=C(C=C1)COC1=C(C(=O)NC2=CN=NC=C2)C=C(C=C1)C(F)(F)F (2-{[(4-Fluorophenyl)methyl]oxy}-N-4-pyridazinyl-5-(trifluoromethyl)benzamide). As a reaction SMILES: [N:1]1[CH:6]=[CH:5][C:4]([NH2:7])=[CH:3][N:2]=1.C(Cl)CCl.C1C=CC2N(O)N=NC=2C=1.C(N(C(C)C)CC)(C)C.[F:31][C:32]1[CH:37]=[CH:36][C:35]([CH2:38][O:39][C:40]2[CH:48]=[CH:47][C:46]([C:49]([F:52])([F:51])[F:50])=[CH:45][C:41]=2[C:42](O)=[O:43])=[CH:34][CH:33]=1>CN(C)C=O.O>[F:31][C:32]1[CH:37]=[CH:36][C:35]([CH2:38][O:39][C:40]2[CH:48]=[CH:47][C:46]([C:49]([F:50])([F:51])[F:52])=[CH:45][C:41]=2[C:42]([NH:7][C:4]2[CH:5]=[CH:6][N:1]=[N:2][CH:3]=2)=[O:43])=[CH:34][CH:33]=1. Procedure: 4-Pyridazinamine (60.5 mg, 0.64 mmol), EDC (122 mg, 0.64 mmol), HOBT (63.4 mg, 0.41 mmol) and diisopropylethylamine (0.11 ml, 0.64 mmol) were added to a solution of 2-{[(4-fluorophenyl)methyl]oxy}-5-(trifluoromethyl)benzoic acid (may be prepared as described in Description 119; 100 mg, 0.32 mmol) in N,N-dimethylformamide (20 ml) and the mixture was stirred at room temperature overnight. The mixture was then heated to 70° C. overnight (NOTE: it would be better to prepare the acid chloride and rea... The solvent is CN(C)C=O (DMF), BrCCCCCCBr (Br(CH2)6Br). Procedure: 2-[(E)(4-{4-[6-(4-{4-[(E)(1,3-dimethyl-1H-imidazol-3-ium-2-yl)diazenyl]phenyl}piperazin-1-yl)hexyl]piperazin-1-yl}phenyl)diazenyl]-1,3-dimethyl-1H-imidazol-3-ium chloride (I) was synthesized by dissolving 1,3-Dimethyl-2-[(E)(4-piperazin-1-ylphenyl)diazenyl]-1H-imidazol-3-ium chloride (0.9 g) in DMF (20 ml), Br(CH2)6Br (0.5 mol RXN SMILES: [Cl-:1].[CH3:2][N:3]1[CH:7]=[CH:6][N+:5]([CH3:8])=[C:4]1/[N:9]=[N:10]/[C:11]1[CH:16]=[CH:15][C:14]([N:17]2[CH2:22][CH2:21][NH:20][CH2:19][CH2:18]2)=[CH:13][CH:12]=1>CN(C=O)C.BrCCCCCCBr>[Cl-:1].[CH3:8][N:5]1[CH:6]=[CH:7][N+:3]([CH3:2])=[C:4]1/[N:9]=[N:10]/[C:11]1[CH:12]=[CH:13][C:14]([N:17]2[CH2:18][CH2:19][N:20]([CH2:15][CH2:16][CH2:11][CH2:12][CH2:13][CH2:14][N:20]3[CH2:21][CH2:22][N:17]([C:14]4[CH:13]=[CH:12][C:11](/[N:10]=[N:9]/[C:4]5[N:5]([CH3:8])[CH:6]=[CH:7][N+:3]=5[CH3:2])=[CH:16][CH:15]=4)[CH2:18][CH2:19]3)[CH2:21][CH2:22]2)=[CH:15][CH:16]=1.[Cl-:1] |f:0.1,4.5.6|. Product: [Cl-].CN1C(=[N+](C=C1)C)/N=N/C1=CC=C(C=C1)N1CCN(CC1)CCCCCCN1CCN(CC1)C1=CC=C(C=C1)/N=N/C=1N(C=C[N+]1C)C.[Cl-] (2-[(E)(4-{4-[6-(4-{4-[(E)(1,3-dimethyl-1H-imidazol-3-ium-2-yl)diazenyl]phenyl}piperazin-1-yl)hexyl]piperazin-1-yl}phenyl)diazenyl]-1,3-dimethyl-1H-imidazol-3-ium chloride). The reactants are [Cl-].CN1C(=[N+](C=C1)C)\N=N\C1=CC=C(C=C1)N1CCNCC1 (1,3-Dimethyl-2-[(E)(4-piperazin-1-ylphenyl)diazenyl]-1H-imidazol-3-ium chloride). Reactants: O (water), OC=1C=C(NC(C2=C(C=CC=C2)C)=O)C=CC1 (3'-hydroxy-2-methylbenzanilide), [OH-].[K+] (potassium hydroxide), C(C1=CC=CC=C1)Cl (benzylchloride). The solvent is C(C)O (ethanol). Product: C(C1=CC=CC=C1)OC=1C=C(NC(C2=C(C=CC=C2)C)=O)C=CC1 (3'-benzyloxy-2-methylbenzanilide). The yield is 60.5%. Reaction SMILES: [OH:1][C:2]1[CH:3]=[C:4]([CH:15]=[CH:16][CH:17]=1)[NH:5][C:6](=[O:14])[C:7]1[CH:12]=[CH:11][CH:10]=[CH:9][C:8]=1[CH3:13].[OH-].[K+].[CH2:20](Cl)[C:21]1[CH:26]=[CH:25][CH:24]=[CH:23][CH:22]=1.O>C(O)C>[CH2:20]([O:1][C:2]1[CH:3]=[C:4]([CH:15]=[CH:16][CH:17]=1)[NH:5][C:6](=[O:14])[C:7]1[CH:12]=[CH:11][CH:10]=[CH:9][C:8]=1[CH3:13])[C:21]1[CH:26]=[CH:25][CH:24]=[CH:23][CH:22]=1 |f:1.2|. Reported procedure: A 9.1 g (0.04 mol) portion of 3'-hydroxy-2-methylbenzanilide was dissolved in a solution of 2.3 g (0.041 mol) of potassium hydroxide in 50 ml of ethanol, and 5.1 g (0.04 mol) of benzylchloride was added dropwise to the above solution with stirring at room temperature. After the addition, the reaction mixture was warmed and refluxed for 3 hours. The reaction mixture was poured into 200 ml of water and the precipitated product was filtered and washed with water and dried. The product was recrystal... The reactants are ClCCl, CC(=O)C1=NN2c3cc(F)ccc3OCC2C1(CCCO)c1ccccc1, [Na+], [Na+], [Na+], O=C([O-])O, O=S([O-])([O-])=S. The product is CC(=O)C1=NN2c3cc(F)ccc3OCC2C1(CCC=O)c1ccccc1. Reaction SMILES: [Cl:40][CH2:41][Cl:42].[F:1][c:2]1[cH:3][cH:4][c:5]2[c:6]([cH:27]1)[N:7]1[CH:8]([CH2:9][O:10]2)[C:11]([c:17]2[cH:18][cH:19][cH:20][cH:21][cH:22]2)([CH2:23][CH2:24][CH2:25][OH:26])[C:12]([C:14]([CH3:15])=[O:16])=[N:13]1.[Na+:33].[Na+:34].[Na+:39].[O-:35][C:36]([OH:37])=[O:38].[S:28]([O-:29])([O-:30])(=[O:31])=[S:32]>>[F:1][c:2]1[cH:3][cH:4][c:5]2[c:6]([cH:27]1)[N:7]1[CH:8]([CH2:9][O:10]2)[C:11]([c:17]2[cH:18][cH:19][cH:20][cH:21][cH:22]2)([CH2:23][CH2:24][CH:25]=[O:26])[C:12]([C:14]([CH3:15])=[O:16])=[N:13]1.